Dataset: the Open Reaction Database (ORD), a public repository of structured organic reaction records. Task: describe an organic reaction: reactants, conditions, products, and yield Starting materials: CC(C)(C)[Si](OCCBr)(c1ccccc1)c1ccccc1, [K+], [K+], O=C([O-])[O-], CN(C)C=O, O, Oc1ccc(-c2sc3ccccc3c2Cc2ccc(OCCN3CCCC3)cc2)cc1. Product: CC(C)(C)[Si](OCCOc1ccc(-c2sc3ccccc3c2Cc2ccc(OCCN3CCCC3)cc2)cc1)(c1ccccc1)c1ccccc1. Reaction SMILES: [Br:32][CH2:33][CH2:34][O:35][Si:36]([c:37]1[cH:38][cH:39][cH:40][cH:41][cH:42]1)([c:43]1[cH:44][cH:45][cH:46][cH:47][cH:48]1)[C:49]([CH3:50])([CH3:51])[CH3:52].[K+:53].[K+:54].[O-:55][C:56]([O-:57])=[O:58].[O:60]=[CH:61][N:62]([CH3:63])[CH3:64].[OH2:59].[OH:1][c:2]1[cH:3][cH:4][c:5](-[c:8]2[c:9]([CH2:17][c:18]3[cH:19][cH:20][c:21]([O:24][CH2:25][CH2:26][N:27]4[CH2:28][CH2:29][CH2:30][CH2:31]4)[cH:22][cH:23]3)[c:10]3[c:11]([s:12]2)[cH:13][cH:14][cH:15][cH:16]3)[cH:6][cH:7]1>>[O:1]([c:2]1[cH:3][cH:4][c:5](-[c:8]2[c:9]([CH2:17][c:18]3[cH:19][cH:20][c:21]([O:24][CH2:25][CH2:26][N:27]4[CH2:28][CH2:29][CH2:30][CH2:31]4)[cH:22][cH:23]3)[c:10]3[c:11]([s:12]2)[cH:13][cH:14][cH:15][cH:16]3)[cH:6][cH:7]1)[CH2:33][CH2:34][O:35][Si:36]([c:37]1[cH:38][cH:39][cH:40][cH:41][cH:42]1)([c:43]1[cH:44][cH:45][cH:46][cH:47][cH:48]1)[C:49]([CH3:50])([CH3:51])[CH3:52].